From a dataset of the Open Reaction Database (ORD), a public repository of structured organic reaction records. describe an organic reaction: reactants, conditions, products, and yield Yields the product Fc1ccc(COc2ccc(Nc3ncnc4cnc(Cl)cc34)cc2)cc1. RXN SMILES: [CH3:29][C:30]#[N:31].[Cl:1][c:2]1[c:3]2[c:4]([n:5][cH:6][n:7]1)[cH:8][n:9][c:10]([Cl:12])[cH:11]2.[F:13][c:14]1[cH:15][cH:16][c:17]([CH2:18][O:19][c:20]2[cH:21][cH:22][c:23]([NH2:24])[cH:25][cH:26]2)[cH:27][cH:28]1>>[c:2]1([NH:24][c:23]2[cH:22][cH:21][c:20]([O:19][CH2:18][c:17]3[cH:16][cH:15][c:14]([F:13])[cH:28][cH:27]3)[cH:26][cH:25]2)[c:3]2[c:4]([n:5][cH:6][n:7]1)[cH:8][n:9][c:10]([Cl:12])[cH:11]2. Starting materials: CC#N, Clc1cc2c(Cl)ncnc2cn1, Nc1ccc(OCc2ccc(F)cc2)cc1. Reported procedure: 600.0 mL (0.300 mol) pentafluorophenyl magnesiumbromide (0.5 M sol. in Et2O) is added dropwise to a solution of 30.3 mL (0.300 mol, 40.635 g) HSiCl3 in Et2O at −70° C. Reaction mixture is allowed to warm slowly to room temperature by stirring overnight. Diethylether is evaporated and an excess of n-heptane (˜200 mL) is added to precipitate the magnesium salts. Solution is filtrated and evaporated to dryness. The residue, pentafluorophenyldichlorosilane, is purified by fractional distillation. Yields the product C1(=C(F)C(F)=C(F)C(F)=C1F)[Mg]Br.[SiH](Cl)(Cl)Cl (C6F5MgBr HSiCl3). Reaction conditions: time 8 hour. Reactants: FC1=C(C(=C(C(=C1[Mg]Br)F)F)F)F (pentafluorophenyl magnesiumbromide), [SiH](Cl)(Cl)Cl (HSiCl3). RXN SMILES: [F:1][C:2]1[C:7]([Mg:8][Br:9])=[C:6]([F:10])[C:5]([F:11])=[C:4]([F:12])[C:3]=1[F:13].[SiH:14]([Cl:17])([Cl:16])[Cl:15]>CCOCC>[C:7]1([Mg:8][Br:9])[C:6]([F:10])=[C:5]([F:11])[C:4]([F:12])=[C:3]([F:13])[C:2]=1[F:1].[SiH:14]([Cl:17])([Cl:16])[Cl:15] |f:3.4|. Run in CCOCC (Et2O). The reactants are ClC1=NC=2C=CC(=C(C2C=C1)C(=O)NCC1CCCCC1)Cl (2,6-dichloro-N-(cyclohexylmethyl)quinoline-5-carboxamide), Cl.Cl.N1C[C@H](CCC1)N ((3S)-3-piperidinamine dihydrochloride). Reagents/catalysts: [Br-].C(CCC)[N+](CCCC)(CCCC)CCCC (tetrabutylammonium bromide). The solvent is C(C)#N (acetonitrile). Run at temperature 130 celsius. Yields the product N[C@@H]1CN(CCC1)C1=NC=2C=CC(=C(C2C=C1)C(=O)NCC1CCCCC1)Cl (2-[(3S)-3-Amino-1-piperidinyl]-6-chloro-N-(cyclohexylmethyl)-5-quinolinecarboxamide). Yield: 40.4%. As a reaction SMILES: Cl[C:2]1[CH:11]=[CH:10][C:9]2[C:8]([C:12]([NH:14][CH2:15][CH:16]3[CH2:21][CH2:20][CH2:19][CH2:18][CH2:17]3)=[O:13])=[C:7]([Cl:22])[CH:6]=[CH:5][C:4]=2[N:3]=1.Cl.Cl.[NH:25]1[CH2:30][CH2:29][CH2:28][C@H:27]([NH2:31])[CH2:26]1>[Br-].C([N+](CCCC)(CCCC)CCCC)CCC.C(#N)C>[NH2:31][C@H:27]1[CH2:28][CH2:29][CH2:30][N:25]([C:2]2[CH:11]=[CH:10][C:9]3[C:8]([C:12]([NH:14][CH2:15][CH:16]4[CH2:21][CH2:20][CH2:19][CH2:18][CH2:17]4)=[O:13])=[C:7]([Cl:22])[CH:6]=[CH:5][C:4]=3[N:3]=2)[CH2:26]1 |f:1.2.3,4.5|. Reported procedure: A stirred suspension of 2,6-dichloro-N-(cyclohexylmethyl)quinoline-5-carboxamide (Example 43(a)) (250 mg), (3S)-3-piperidinamine dihydrochloride (260 mg) and tetrabutylammonium bromide (20 mg) in acetonitrile (2 mL) was heated at 130° C. in a microwave for 90 minutes after which it was cooled to room temperature and concentrated. The residue was purified by chromatography (SiO2, dichloromethane:methanol:ammonia in methanol (7 M) 96:3:1 as eluant) and subsequent recrystallisation (acetonitrile) g... Starting materials: S(C)(=O)(=O)OCC1CCCO1 (tetrahydrofurfuryl mesylate), S(C)(=O)(=O)OCC1CCCO1 (tetrahydrofurfuryl mesylate), ClC1=C(C=C(C(=C1)C1=NOC(=N1)C1CCNCC1)OC)N (2-chloro-5-methoxy-4-[5-(4-piperidinyl)-1,2,4-oxadiazol-3-yl]benzenamine), C([O-])([O-])=O.[Na+].[Na+] (sodium carbonate). The solvent is CC(CC(C)=O)C (4-methyl-2-pentanone). Yields the product ClC1=C(C=C(C(=C1)C1=NOC(=N1)C1CCN(CC1)CC1OCCC1)OC)N (2-chloro-5-methoxy-4-[5-[1 -[(tetrahydro-2-furanyl)methyl]-4-piperidinyl]- 1,2,4-oxadiazol-3-yl]-benzenamine). Isolated yield 39.0%. As a reaction SMILES: S(O[CH2:6][CH:7]1[O:11][CH2:10][CH2:9][CH2:8]1)(=O)(=O)C.[Cl:12][C:13]1[CH:18]=[C:17]([C:19]2[N:23]=[C:22]([CH:24]3[CH2:29][CH2:28][NH:27][CH2:26][CH2:25]3)[O:21][N:20]=2)[C:16]([O:30][CH3:31])=[CH:15][C:14]=1[NH2:32].C(=O)([O-])[O-].[Na+].[Na+]>CC(C)CC(=O)C>[Cl:12][C:13]1[CH:18]=[C:17]([C:19]2[N:23]=[C:22]([CH:24]3[CH2:25][CH2:26][N:27]([CH2:6][CH:7]4[CH2:8][CH2:9][CH2:10][O:11]4)[CH2:28][CH2:29]3)[O:21][N:20]=2)[C:16]([O:30][CH3:31])=[CH:15][C:14]=1[NH2:32] |f:2.3.4|. Procedure: A mixture of tetrahydrofurfuryl mesylate (2.34 g), intermediate 12 (2.7 g) and sodium carbonate (2.8 g) in 4-methyl-2-pentanone (180 ml) was stirred and refluxed for 24 hours. More tetrahydrofurfuryl mesylate (1 g) was added and the reaction mixture was stirred and refluxed for 24 hours. The reaction mixture was cooled, washed with water, dried over MgSO4, filtered and the filtrate evaporated. The residue was purified by column chromatography on silica gel (eluent: CH2Cl2 /CH3OH 95/5). The pure ... Starting materials: OCCOC1=C(C=C(C=C1)C=1OC2=CC(=CC=C2C(C1OCOC)=O)OCOC)OCOC (2-(4-(2-hydroxyethoxy)-3-(methoxymethoxy)phenyl)-3,7-bis(methoxymethoxy)-4H-chromen-4-one), CCN(C(C)C)C(C)C (DIPEA), CC1=CC=C(C=C1)S(=O)(=O)Cl (4-methylbenzene-1-sulfonyl chloride). Run in CCOCC (ether). Conditions: time 15 hour. Product: CC1=CC=C(C=C1)S(=O)(=O)OCCOC1=C(C=C(C=C1)C=1OC2=CC(=CC=C2C(C1OCOC)=O)OCOC)OCOC (2-(4-(3,7-bis(methoxymethoxy)-4-oxo-4H-chromen-2-yl)-2-(methoxymethoxy)phenoxy)ethyl 4-methylbenzenesulfonate). As a reaction SMILES: [OH:1][CH2:2][CH2:3][O:4][C:5]1[CH:10]=[CH:9][C:8]([C:11]2[O:12][C:13]3[C:18]([C:19](=[O:25])[C:20]=2[O:21][CH2:22][O:23][CH3:24])=[CH:17][CH:16]=[C:15]([O:26][CH2:27][O:28][CH3:29])[CH:14]=3)=[CH:7][C:6]=1[O:30][CH2:31][O:32][CH3:33].CCN(C(C)C)C(C)C.[CH3:43][C:44]1[CH:49]=[CH:48][C:47]([S:50](Cl)(=[O:52])=[O:51])=[CH:46][CH:45]=1>CCOCC>[CH3:43][C:44]1[CH:49]=[CH:48][C:47]([S:50]([O:1][CH2:2][CH2:3][O:4][C:5]2[CH:10]=[CH:9][C:8]([C:11]3[O:12][C:13]4[C:18]([C:19](=[O:25])[C:20]=3[O:21][CH2:22][O:23][CH3:24])=[CH:17][CH:16]=[C:15]([O:26][CH2:27][O:28][CH3:29])[CH:14]=4)=[CH:7][C:6]=2[O:30][CH2:31][O:32][CH3:33])(=[O:52])=[O:51])=[CH:46][CH:45]=1. Procedure: To 2-(4-(2-hydroxyethoxy)-3-(methoxymethoxy)phenyl)-3,7-bis(methoxymethoxy)-4H-chromen-4-one (18 mg, 0.039 mmol) and DIPEA (15 mg, 0.11 mmol) was added 4-methylbenzene-1-sulfonyl chloride (11 mg, 0.058 mmol). The mixture was stirred at rt for 15 h under Ar atmosphere and diluted with ether (30 mL). It was washed with 0.5 M HCl(2×30 mL) and water (50 mL), and dried over MgSO4 and concentrated. The crude product was chromatographed to afford 2-(4-(3,7-bis(methoxymethoxy)-4-oxo-4H-chromen-2-yl)-2-(... The reactants are C(C=CC(C)O)O (2-pentene-1,4-diol), C12C(C)(C)C(=C)C(CC1)C2 (camphene), B(F)(F)F.CCOCC (boron trifluoride etherate), C12C(C)(C)C(=C)C(CC1)C2 (camphene). Run at temperature 80 celsius. The product is C12(C(CC(CC1)C2(C)C)OCC=CCO)C (4-(2-BORNYLOXY)-2-BUTEN-1-OL). As a reaction SMILES: [CH2:1]([OH:7])[CH:2]=[CH:3][CH:4]([OH:6])C.B(F)(F)F.CCO[CH2:15][CH3:16].[CH:17]12[CH2:26][CH:23]([CH2:24][CH2:25]1)C(=C)[C:18]2([CH3:20])[CH3:19]>>[C:15]12([CH3:16])[C:18]([CH3:20])([CH3:19])[CH:17]([CH2:26][CH2:23]1)[CH2:25][CH:24]2[O:6][CH2:4][CH:3]=[CH:2][CH2:1][OH:7] |f:1.2|. Procedure: Into a two liter reaction vessel equipped with stirrer, thermometer, heating mantel and reflux condenser is placed 1000 grams (7.35 moles) of 2-pentene-1,4-diol and 15 grams of boron trifluoride etherate. The reaction mass is then heated to 80° C. Over a period of two hours while maintaining the reaction mass at 80° C., 500 grams (3.7 moles) of camphene is added. The reaction is continued to be stirred at 80° C. for a period of 12.5 hours after the feeding of the camphene.